This data is from the Open Reaction Database (ORD), a public repository of structured organic reaction records. The task is: describe an organic reaction: reactants, conditions, products, and yield The reactants are CC(=O)OC(C)=O, Cl, Nc1nc(-c2ccc(OCc3ccc(Cl)cc3)cc2)cs1, O, c1ccncc1. Product: CC(=O)Nc1nc(-c2ccc(OCc3ccc(Cl)cc3)cc2)cs1. RXN SMILES: [CH3:23][C:24](=[O:25])[O:26][C:27](=[O:28])[CH3:29].[ClH:1].[NH2:2][c:3]1[s:4][cH:5][c:6](-[c:8]2[cH:9][cH:10][c:11]([O:14][CH2:15][c:16]3[cH:17][cH:18][c:19]([Cl:22])[cH:20][cH:21]3)[cH:12][cH:13]2)[n:7]1.[OH2:30].[cH:31]1[cH:32][cH:33][n:34][cH:35][cH:36]1>>[NH:2]([c:3]1[s:4][cH:5][c:6](-[c:8]2[cH:9][cH:10][c:11]([O:14][CH2:15][c:16]3[cH:17][cH:18][c:19]([Cl:22])[cH:20][cH:21]3)[cH:12][cH:13]2)[n:7]1)[C:24]([CH3:23])=[O:25]. Reactants: BrCc1ccccc1, CCO, CC[O-], [Na+], [Na], Cc1ccc(O)cn1. Product: Cc1ccc(OCc2ccccc2)cn1. As a reaction SMILES: [Br:14][CH2:15][c:16]1[cH:17][cH:18][cH:19][cH:20][cH:21]1.[CH3:22][CH2:23][OH:24].[CH3:2][CH2:3][O-:4].[Na+:1].[Na:5].[OH:6][c:7]1[cH:8][cH:9][c:10]([CH3:13])[n:11][cH:12]1>>[O:6]([c:7]1[cH:8][cH:9][c:10]([CH3:13])[n:11][cH:12]1)[CH2:15][c:16]1[cH:17][cH:18][cH:19][cH:20][cH:21]1. Reactants: [OH-].[Na+] (NaOH), C(CO)O (ethylene glycol), C(C=C)#N (acrylonitrile), C(C=C)#N (acrylonitrile). Procedure: To a 2000 ml. flask fitted with a stirrer, reflux condensor and an additional funnel and immersed in an ice water bath was added 248 g. of ethylene glycol and 20 g. of 40% aqueous NaOH. The stirrer was started and the 424 g. of acrylonitrile was added from the funnel over a period of about 15 minutes. The temperature remained in the range of 25°-35° C. during the addition of the acrylonitrile. The stirring was continued for one additional hour after which 170 g. of the reaction mixture was withd... As a reaction SMILES: [OH-].[Na+].[C:3](#[N:6])[CH:4]=[CH2:5].[CH2:7]([OH:10])[CH2:8][OH:9]>>[CH2:8]([CH2:7][O:10][CH2:5][CH2:4][C:3]#[N:6])[O:9][CH2:5][CH2:4][C:3]#[N:6] |f:0.1|. Yields the product C(OCCC#N)COCCC#N (3,3'-ethylenedioxy-bis(propionitrile)). The solvent is C1CCOC1 (THF), CCCCCC (hexane). The product is C(CCC)N(CC=CCC(CC(C)(C)C)(C)C)CCCC (1-Di-n-butylamino-5,5,7,7-tetramethyl-2-octene). The reactants are ClCC=CCC(CC(C)(C)C)(C)C (1-chloro-5,5,7,7-tetramethyl-2-octene), C(CCC)NCCCC (di-n-butylamine), [O-2].[Mg+2] (magnesium oxide). Procedure details: 10 g (49.5 mmol) of 1-chloro-5,5,7,7-tetramethyl-2-octene, 64 g (495 mmol) of di-n-butylamine and 10 g (248 mmol) of magnesium oxide in 30 ml of THF are refluxed for 4.5 h. The mixture is taken up in 200 ml of hexane, extracted twice with 5% strength methanolic NaOH and once with water and dried at 30° C./1 mbar. Yield: quantitative. Reaction SMILES: Cl[CH2:2][CH:3]=[CH:4][CH2:5][C:6]([CH3:13])([CH3:12])[CH2:7][C:8]([CH3:11])([CH3:10])[CH3:9].[CH2:14]([NH:18][CH2:19][CH2:20][CH2:21][CH3:22])[CH2:15][CH2:16][CH3:17].[O-2].[Mg+2]>C1COCC1.CCCCCC>[CH2:14]([N:18]([CH2:19][CH2:20][CH2:21][CH3:22])[CH2:2][CH:3]=[CH:4][CH2:5][C:6]([CH3:13])([CH3:12])[CH2:7][C:8]([CH3:11])([CH3:10])[CH3:9])[CH2:15][CH2:16][CH3:17] |f:2.3|. Starting materials: C1COCCN1, N#Cc1c([N+](=O)[O-])cc(C(F)(F)F)cc1[N+](=O)[O-]. Yields the product N#Cc1c(C2CNCCO2)cc(C(F)(F)F)cc1[N+](=O)[O-]. As a reaction SMILES: [CH2:19]1[CH2:20][O:21][CH2:22][CH2:23][NH:24]1.[N+:1]([O-:2])(=[O:3])[c:4]1[c:5]([C:6]#[N:7])[c:8]([N+:16](=[O:17])[O-:18])[cH:9][c:10]([C:12]([F:13])([F:14])[F:15])[cH:11]1>>[c:4]1([CH:20]2[CH2:19][NH:24][CH2:23][CH2:22][O:21]2)[c:5]([C:6]#[N:7])[c:8]([N+:16](=[O:17])[O-:18])[cH:9][c:10]([C:12]([F:13])([F:14])[F:15])[cH:11]1. The reactants are NC=1SC(=CC1C(=O)N)C1=C(C=C(C=C1F)C(C)(C)O)F (2-amino-5-[2,6-difluoro-4-(1-hydroxy-1-methylethyl)phenyl]thiophene-3-carboxamide), BrC1=CC=CC(=N1)CNC(C(C)(O)C)C (3-{[(6-bromopyridin-2-yl)methyl]amino}-2-methylbutan-2-ol). Yields the product FC1=C(C(=CC(=C1)C(C)(C)O)F)C1=CC(=C(S1)NC1=NC(=CC=C1)CNC(C(C)(C)O)C)C(=O)N (5-[2,6-Difluoro-4-(1-hydroxy-1-methylethyl)phenyl]-2-[(6-{[(2-hydroxy-1,2-dimethylpropyl)amino]methyl}pyridin-2-yl)amino]thiophene-3-carboxamide). RXN SMILES: [NH2:1][C:2]1[S:3][C:4]([C:10]2[C:15]([F:16])=[CH:14][C:13]([C:17]([OH:20])([CH3:19])[CH3:18])=[CH:12][C:11]=2[F:21])=[CH:5][C:6]=1[C:7]([NH2:9])=[O:8].Br[C:23]1[N:28]=[C:27]([CH2:29][NH:30][CH:31]([CH3:36])[C:32]([CH3:35])([OH:34])[CH3:33])[CH:26]=[CH:25][CH:24]=1>>[F:16][C:15]1[CH:14]=[C:13]([C:17]([OH:20])([CH3:18])[CH3:19])[CH:12]=[C:11]([F:21])[C:10]=1[C:4]1[S:3][C:2]([NH:1][C:23]2[CH:24]=[CH:25][CH:26]=[C:27]([CH2:29][NH:30][CH:31]([CH3:36])[C:32]([OH:34])([CH3:33])[CH3:35])[N:28]=2)=[C:6]([C:7]([NH2:9])=[O:8])[CH:5]=1. Procedure: The title compound was prepared by using the procedure listed in Example 1 with 2-amino-5-[2,6-difluoro-4-(1-hydroxy-1-methylethyl)phenyl]thiophene-3-carboxamide (0.080 g, 0.26 mmol) and 3-{[(6-bromopyridin-2-yl)methyl]amino}-2-methylbutan-2-ol (0.070 g, 0.26 mmol) as the starting materials. Reactants: C(C)(=S)OCC1=CC(=CC=C1)Cl (3-chlorobenzyl thioacetate), C(C)(=O)OC(C)=O (acetic anhydride), S(=O)(=O)(Cl)Cl (sulfuryl chloride). Solvent: ClCCl (dichloromethane). Conditions: time 1 hour. The product is ClC=1C=C(CS(=O)Cl)C=CC1 (3-chlorobenzylsulfinyl chloride). As a reaction SMILES: C(O[CH2:5][C:6]1[CH:11]=[CH:10][CH:9]=[C:8]([Cl:12])[CH:7]=1)(=S)C.C(OC(=O)C)(=O)C.[S:20](Cl)([Cl:23])(=O)=[O:21]>ClCCl>[Cl:12][C:8]1[CH:7]=[C:6]([CH:11]=[CH:10][CH:9]=1)[CH2:5][S:20]([Cl:23])=[O:21]. Reported procedure: To a -20° C. solution of the thioester from Step G (1 mmol) in 3 mL of dichloromethane under argon are added 1 mmol acetic anhydride and 2 mmol sulfuryl chloride. The reaction is stirred for 1 hr during which time the temperature is allowed to rise to -5° C. The mixture is concentrated in vacuo and the crude product used for coupling in the next step.